From a dataset of the Open Reaction Database (ORD), a public repository of structured organic reaction records. describe an organic reaction: reactants, conditions, products, and yield Reactants: CC(=O)[O-], CCO, OB(O)c1cc(Cl)cnc1F, Cc1nc(N)nc(Cl)n1, [K+], O. The product is Cc1nc(N)nc(-c2cc(Cl)cnc2F)n1. Reaction SMILES: [CH3:22][C:23](=[O:24])[O-:25].[CH3:26][CH2:27][OH:28].[Cl:10][c:11]1[cH:12][c:13]([B:18]([OH:19])[OH:20])[c:14]([F:17])[n:15][cH:16]1.[Cl:1][c:2]1[n:3][c:4]([NH2:9])[n:5][c:6]([CH3:8])[n:7]1.[K+:21].[OH2:29]>>[c:2]1(-[c:13]2[cH:12][c:11]([Cl:10])[cH:16][n:15][c:14]2[F:17])[n:3][c:4]([NH2:9])[n:5][c:6]([CH3:8])[n:7]1. The reactants are C1CCOC1, CC(=O)O, C[Si](C)(C)[N-][Si](C)(C)C, COc1cccc2c1nc(C(F)F)n2-c1nc(Cl)nc(N2CCOCC2)n1, Nc1cccnn1, [Na+], O. Product: COc1cccc2c1nc(C(F)F)n2-c1nc(Nc2cccnn2)nc(N2CCOCC2)n1. RXN SMILES: [CH2:45]1[O:46][CH2:47][CH2:48][CH2:49]1.[CH3:50][C:51](=[O:52])[OH:53].[CH3:9][Si:10]([N-:11][Si:12]([CH3:13])([CH3:14])[CH3:15])([CH3:16])[CH3:17].[Cl:18][c:19]1[n:20][c:21](-[n:31]2[c:32]([CH:42]([F:43])[F:44])[n:33][c:34]3[c:35]2[cH:36][cH:37][cH:38][c:39]3[O:40][CH3:41])[n:22][c:23]([N:25]2[CH2:26][CH2:27][O:28][CH2:29][CH2:30]2)[n:24]1.[NH2:1][c:2]1[n:3][n:4][cH:5][cH:6][cH:7]1.[Na+:8].[OH2:54]>>[NH:1]([c:2]1[n:3][n:4][cH:5][cH:6][cH:7]1)[c:19]1[n:20][c:21](-[n:31]2[c:32]([CH:42]([F:43])[F:44])[n:33][c:34]3[c:35]2[cH:36][cH:37][cH:38][c:39]3[O:40][CH3:41])[n:22][c:23]([N:25]2[CH2:26][CH2:27][O:28][CH2:29][CH2:30]2)[n:24]1. The reactants are C=C1C2=C(CCN(C1)C(=O)OCC)SC=C2 (ethyl 4-methylene-7,8-dihydro-4H-thieno[2,3-d]azepine-6(5H)-carboxylate). The solvent is C(C)O (ethanol). Reaction conditions: time 14 hour. Product: CC1CN(CCC2=C1C=CS2)C(=O)OCC (ethyl 4,5,7,8-tetrahydro-4-methylthieno[3,2-d]azepine-6-carboxylate). As a reaction SMILES: [CH2:1]=[C:2]1[CH2:8][N:7]([C:9]([O:11][CH2:12][CH3:13])=[O:10])[CH2:6][CH2:5][C:4]2[S:14][CH:15]=[CH:16][C:3]1=2>C(O)C>[CH3:1][CH:2]1[C:3]2[CH:16]=[CH:15][S:14][C:4]=2[CH2:5][CH2:6][N:7]([C:9]([O:11][CH2:12][CH3:13])=[O:10])[CH2:8]1. Procedure: Compound 1030 (310 mg, 1.31 mmol) was dissolved in ethanol (50 mL). The solution was degassed three times before addition of 10% Pd/C (100 mg). The flask was charged with hydrogen at atmospheric pressure (H2 balloon) and stirred at RT for 14 hours. The catalyst was removed by filtration through diatomaceous earth and the volatiles removed under reduced pressure to yield ethyl 4,5,7,8-tetrahydro-4-methylthieno[3,2-d]azepine-6-carboxylate (Compound 1031), which was used in subsequent reactions wit... The reactants are [Ag+], O=C1CCCC(=O)O1, O=[N+]([O-])[O-], [Na+], [OH-], O. Product: O=C(O)CCCC(=O)O. As a reaction SMILES: [Ag+:16].[C:1]1(=[O:8])[CH2:2][CH2:3][CH2:4][C:5](=[O:6])[O:7]1.[N+:12]([O-:13])([O-:14])=[O:15].[Na+:10].[OH-:9].[OH2:11]>>[C:1]([CH2:2][CH2:3][CH2:4][C:5]([OH:6])=[O:9])([OH:7])=[O:8]. The reactants are C1CCNCC1, CN(C)CCOc1ccc2[nH]c(C=O)cc2c1, CCO, O=C1Cc2ccccc2N1. Yields the product CN(C)CCOc1ccc2[nH]c(C=C3C(=O)Nc4ccccc43)cc2c1. RXN SMILES: [CH2:28]1[CH2:29][CH2:30][NH:31][CH2:32][CH2:33]1.[CH3:11][N:12]([CH2:13][CH2:14][O:15][c:16]1[cH:17][c:18]2[cH:19][c:20]([CH:25]=[O:26])[nH:21][c:22]2[cH:23][cH:24]1)[CH3:27].[CH3:34][CH2:35][OH:36].[NH:1]1[C:2](=[O:10])[CH2:3][c:4]2[cH:5][cH:6][cH:7][cH:8][c:9]21>>[NH:1]1[C:2](=[O:10])[C:3](=[CH:25][c:20]2[cH:19][c:18]3[cH:17][c:16]([O:15][CH2:14][CH2:13][N:12]([CH3:11])[CH3:27])[cH:24][cH:23][c:22]3[nH:21]2)[c:4]2[cH:5][cH:6][cH:7][cH:8][c:9]21. Starting materials: Cl (HCl), ClC=1C=C(C=CC1F)CCOCC(=N)NC(=O)C1=NC=CN=C1Cl (3-chloro-pyrazine-2-carboxylic acid{2-[2-(3-chloro-4-fluoro-phenyl)-ethoxy]-1-imino-ethyl}-amide), C(=O)([O-])[O-].[K+].[K+] (K2CO3), O (water). The solvent is CN(C)C=O (DMF). The yield is 45.1%. Reaction conditions: temperature 100 celsius. Procedure details: A mixture of crude 3-chloro-pyrazine-2-carboxylic acid{2-[2-(3-chloro-4-fluoro-phenyl)-ethoxy]-1-imino-ethyl}-amide (300 mg) and K2CO3 (223 mg, 1.616 mmol) in DMF (3 ml) was heated to 100° C. for 2 h. Then water was added and the pH was adjusted to 5 by addition of 0.1 N HCl. The brown precipitate that formed was filtered off, washed with water and dried. The resulting solid was triturated with Et2O. The remaining solid was filtered off, washed with a small amount of Et2O and dried to give the t... Yields the product ClC=1C=C(C=CC1F)CCOCC1=NC2=NC=CN=C2C(N1)=O (2-[2-(3-Chloro-4-fluoro-phenyl)-ethoxymethyl]-3H-pteridin-4-one). Reaction SMILES: [Cl:1][C:2]1[CH:3]=[C:4]([CH2:9][CH2:10][O:11][CH2:12][C:13]([NH:15][C:16]([C:18]2[C:23](Cl)=[N:22][CH:21]=[CH:20][N:19]=2)=[O:17])=[NH:14])[CH:5]=[CH:6][C:7]=1[F:8].C([O-])([O-])=O.[K+].[K+].O.Cl>CN(C=O)C>[Cl:1][C:2]1[CH:3]=[C:4]([CH2:9][CH2:10][O:11][CH2:12][C:13]2[NH:15][C:16](=[O:17])[C:18]3[C:23](=[N:22][CH:21]=[CH:20][N:19]=3)[N:14]=2)[CH:5]=[CH:6][C:7]=1[F:8] |f:1.2.3|.